From a dataset of the Open Reaction Database (ORD), a public repository of structured organic reaction records. describe an organic reaction: reactants, conditions, products, and yield Starting materials: Cl.COC=1C=C2CCNCC2=CC1 (6-methoxy-1,2,3,4-tetrahydroisoquinoline hydrochloride), ClCC1=CC=C(C=C1)C1=CC=CC=C1 (4-chloromethylbiphenyl), C([O-])([O-])=O.[K+].[K+] (potassium carbonate). Solvent: CN(C=O)C (dimethylformamide). The product is COC=1C=C2CCN(CC2=CC1)CC1=CC=C(C=C1)C1=CC=CC=C1 (6-Methoxy-2-(4-phenylbenzyl)-1,2,3,4-tetrahydroisoquinoline). Reaction SMILES: Cl.[CH3:2][O:3][C:4]1[CH:5]=[C:6]2[C:11](=[CH:12][CH:13]=1)[CH2:10][NH:9][CH2:8][CH2:7]2.Cl[CH2:15][C:16]1[CH:21]=[CH:20][C:19]([C:22]2[CH:27]=[CH:26][CH:25]=[CH:24][CH:23]=2)=[CH:18][CH:17]=1.C(=O)([O-])[O-].[K+].[K+]>CN(C)C=O>[CH3:2][O:3][C:4]1[CH:5]=[C:6]2[C:11](=[CH:12][CH:13]=1)[CH2:10][N:9]([CH2:15][C:16]1[CH:21]=[CH:20][C:19]([C:22]3[CH:23]=[CH:24][CH:25]=[CH:26][CH:27]=3)=[CH:18][CH:17]=1)[CH2:8][CH2:7]2 |f:0.1,3.4.5|. Procedure: 4.0 g of 6-methoxy-1,2,3,4-tetrahydroisoquinoline hydrochloride, 4.1 g of 4-chloromethylbiphenyl and 6.0 g of finely powdered potassium carbonate in 50 ml of dimethylformamide are stirred at 80° for 5 hours. The solvent is removed in vacuo, the residue is taken up in water/methylene chloride, the organic phase is shaken twice with water, and the organic phase is dried with magnesium sulfate and evaporated in a rotary evaporator. The crude product, which is only slightly impure, can be reacted fu...